From a dataset of the Open Reaction Database (ORD), a public repository of structured organic reaction records. describe an organic reaction: reactants, conditions, products, and yield The reactants are CC1CN(C(=O)Cn2ccn3c(=O)c(OCc4ccccc4)c(-c4ncc(Cc5ccc(F)cc5C(N)=O)s4)nc23)CC(C)O1, COC(=O)c1nc2[nH]ccn2c(=O)c1OC(C)=O. Yields the product CC1CN(C(=O)Cn2ccn3c(=O)c(O)c(-c4ncc(Cc5ccc(F)cc5C(N)=O)s4)nc23)CC(C)O1. Reaction SMILES: [CH2:19]([c:20]1[cH:21][cH:22][cH:23][cH:24][cH:25]1)[O:26][c:27]1[c:28](-[c:48]2[s:49][c:50]([CH2:53][c:54]3[c:55]([C:56](=[O:57])[NH2:58])[cH:59][c:60]([F:63])[cH:61][cH:62]3)[cH:51][n:52]2)[n:29][c:30]2[n:31]([c:32]1=[O:33])[cH:34][cH:35][n:36]2[CH2:37][C:38](=[O:39])[N:40]1[CH2:41][CH:42]([CH3:47])[O:43][CH:44]([CH3:46])[CH2:45]1.[CH3:1][O:2][C:3]([c:4]1[n:5][c:6]2[nH:7][cH:8][cH:9][n:10]2[c:11](=[O:12])[c:13]1[O:14][C:15](=[O:16])[CH3:17])=[O:18]>>[OH:26][c:27]1[c:28](-[c:48]2[s:49][c:50]([CH2:53][c:54]3[c:55]([C:56](=[O:57])[NH2:58])[cH:59][c:60]([F:63])[cH:61][cH:62]3)[cH:51][n:52]2)[n:29][c:30]2[n:31]([c:32]1=[O:33])[cH:34][cH:35][n:36]2[CH2:37][C:38](=[O:39])[N:40]1[CH2:41][CH:42]([CH3:47])[O:43][CH:44]([CH3:46])[CH2:45]1. Reactants: Cc1ccccc1, Nc1cccc(CC(=O)O)c1, O, O, OCc1ccccc1, Cc1ccc(S(=O)(=O)O)cc1. The product is Nc1cccc(CC(=O)OCc2ccccc2)c1, Cc1ccc(S(=O)(=O)O)cc1. Reaction SMILES: [CH3:33][c:34]1[cH:35][cH:36][cH:37][cH:38][cH:39]1.[NH2:1][c:2]1[cH:3][c:4]([CH2:8][C:9](=[O:10])[OH:11])[cH:5][cH:6][cH:7]1.[OH2:12].[OH2:32].[OH:24][CH2:25][c:26]1[cH:27][cH:28][cH:29][cH:30][cH:31]1.[c:13]1([CH3:23])[cH:14][cH:15][c:16]([S:19](=[O:20])(=[O:21])[OH:22])[cH:17][cH:18]1>>[NH2:1][c:2]1[cH:3][c:4]([CH2:8][C:9]([O:10][CH2:25][c:26]2[cH:27][cH:28][cH:29][cH:30][cH:31]2)=[O:11])[cH:5][cH:6][cH:7]1.[c:13]1([CH3:23])[cH:14][cH:15][c:16]([S:19](=[O:20])(=[O:21])[OH:22])[cH:17][cH:18]1. Yields the product COc1ccc([N+](=O)[O-])c(OCc2ccccc2)n1. As a reaction SMILES: [CH2:27]1[O:28][CH2:29][CH2:30][CH2:31]1.[CH3:1][C:2]([CH3:3])([O-:4])[CH3:5].[Cl:15][c:16]1[n:17][c:18]([O:25][CH3:26])[cH:19][cH:20][c:21]1[N+:22](=[O:23])[O-:24].[K+:6].[Na+:34].[OH-:33].[OH2:32].[OH:7][CH2:8][c:9]1[cH:10][cH:11][cH:12][cH:13][cH:14]1>>[O:7]([CH2:8][c:9]1[cH:10][cH:11][cH:12][cH:13][cH:14]1)[c:16]1[n:17][c:18]([O:25][CH3:26])[cH:19][cH:20][c:21]1[N+:22](=[O:23])[O-:24]. Reactants: C1CCOC1, CC(C)(C)[O-], COc1ccc([N+](=O)[O-])c(Cl)n1, [K+], [Na+], [OH-], O, OCc1ccccc1. The reagents and catalysts are [Pd] (Pd—C). Reported procedure: 2,3,4-Trifluoronitrobenzene (3.54 g) and methyl pyruvate (2.32 g) were dissolved in ethanol (30 ml). After adding 5% Pd—C (2.0 g) and anhydrous magnesium sulfate (2.65 g), the mixture was stirred at 50° C. in a hydrogen atmosphere for 16 hours. After filtering off Pd—C and magnesium sulfate, the obtained filtrate was concentrated under reduced pressure. The residue thus obtained was subjected to silica gel column chromatography (ethyl acetate-normal hexane=1:4) to give the title compound (4.84 g... Starting materials: [H][H] (hydrogen), S(=O)(=O)([O-])[O-].[Mg+2] (magnesium sulfate), FC1=C(C=CC(=C1F)F)[N+](=O)[O-] (2,3,4-Trifluoronitrobenzene), C(C(=O)C)(=O)OC (methyl pyruvate), C(C)O (ethanol). The product is FC1=C(NC(C(=O)OCC)C)C=CC(=C1F)F (Ethyl 2-(2,3,4-trifluoroanilino)propionate). Solvent: C(C)(=O)OCC.CCCCCC (ethyl acetate normal hexane). Reaction SMILES: [F:1][C:2]1[C:7]([F:8])=[C:6]([F:9])[CH:5]=[CH:4][C:3]=1[N+:10]([O-])=O.[C:13]([O:18][CH3:19])(=[O:17])[C:14]([CH3:16])=O.S([O-])([O-])(=O)=O.[Mg+2].[H][H].[CH2:28](O)C>[Pd].C(OCC)(=O)C.CCCCCC>[F:1][C:2]1[C:7]([F:8])=[C:6]([F:9])[CH:5]=[CH:4][C:3]=1[NH:10][CH:14]([CH3:16])[C:13]([O:18][CH2:19][CH3:28])=[O:17] |f:2.3,7.8|. Reactants: O (Water), ClC1=C(C=CC(=C1)OC1=NC=NC2=CC(=C(C=C12)OC)O)NC(N(C)C)=O (N′-{2-chloro-4-[(7-hydroxy-6-methoxy-4-quinazolinyl)oxy]phenyl}-N,N-dimethylurea), C([O-])([O-])=O.[K+].[K+] (potassium carbonate), C(C)(=O)OCCBr (bromoethyl acetate). Run in CN(C=O)C (N,N-dimethylformamide). Reaction conditions: time 18 hour. The product is ClC=1C=C(OC2=NC=NC3=CC(=C(C=C23)OC)OCC(=O)OC)C=CC1NC(=O)N(C)C (Methyl 2-{[4-(3-chloro-4-{[(dimethylamino)carbonyl]amino}phenoxy)6-methoxy-7quinazolinyl]oxy}acetate). Yield: 60.0%. As a reaction SMILES: [Cl:1][C:2]1[CH:7]=[C:6]([O:8][C:9]2[C:18]3[C:13](=[CH:14][C:15]([OH:21])=[C:16]([O:19][CH3:20])[CH:17]=3)[N:12]=[CH:11][N:10]=2)[CH:5]=[CH:4][C:3]=1[NH:22][C:23](=[O:27])[N:24]([CH3:26])[CH3:25].C(=O)([O-])[O-].[K+].[K+].[C:34]([O:37][CH2:38]CBr)(=[O:36])[CH3:35].O>CN(C)C=O>[Cl:1][C:2]1[CH:7]=[C:6]([CH:5]=[CH:4][C:3]=1[NH:22][C:23]([N:24]([CH3:26])[CH3:25])=[O:27])[O:8][C:9]1[C:18]2[C:13](=[CH:14][C:15]([O:21][CH2:35][C:34]([O:37][CH3:38])=[O:36])=[C:16]([O:19][CH3:20])[CH:17]=2)[N:12]=[CH:11][N:10]=1 |f:1.2.3|. Reported procedure: A starting compound (N′-{2-chloro-4-[(7-hydroxy-6-methoxy-4-quinazolinyl)oxy]phenyl}-N,N-dimethylurea, 50 mg), potassium carbonate (138 mg), and bromoethyl acetate (49 mg) were dissolved in N,N-dimethylformamide (1 ml), and the solution was stirred at room temperature for 18 hr. Water was added to the reaction mixture, and the mixture was extracted with chloroform-propanol (3/1). The organic layer was dried over anhydrous sodium sulfate, and the solvent was removed by distillation under the redu... The reactants are Cl.ClCC=1N(C2=C(C(=NC=3C=CC=CC23)N)N1)CC(C)C (2-Chloromethyl-1-(2-methylpropyl)-1H-imidazo[4,5-c]quinolin-4-amine Hydrochloride), [N-]=[N+]=[N-].[Li+] (lithium azide). The solvent is O (water), O (water), CN1C(CCC1)=O (N-methylpyrrolidone). Product: N(=[N+]=[N-])CC=1N(C2=C(C(=NC=3C=CC=CC23)N)N1)CC(C)C (2-Azidomethyl-1-(2-methylpropyl)-1H-imidazo[4,5-c]quinolin-4-amine). RXN SMILES: Cl.Cl[CH2:3][C:4]1[N:5]([CH2:18][CH:19]([CH3:21])[CH3:20])[C:6]2[C:15]3[CH:14]=[CH:13][CH:12]=[CH:11][C:10]=3[N:9]=[C:8]([NH2:16])[C:7]=2[N:17]=1.[N-:22]=[N+:23]=[N-:24].[Li+]>CN1CCCC1=O.O>[N:22]([CH2:3][C:4]1[N:5]([CH2:18][CH:19]([CH3:21])[CH3:20])[C:6]2[C:15]3[CH:14]=[CH:13][CH:12]=[CH:11][C:10]=3[N:9]=[C:8]([NH2:16])[C:7]=2[N:17]=1)=[N+:23]=[N-:24] |f:0.1,2.3|. Reported procedure: 2-Chloromethyl-l(2-methylpropyl)-1H-imidazo[4,5-c]quinolin-4-amine hydrochloride (2.5 g; 0.0077 mol, Example 10) was suspended in N-methylpyrrolidone (15 mL). A solution of lithium azide (2.3 g) in water (45 mL) was added to the suspension. The resulting mixture was heated on the steam bath for 2 hr and then diluted with water (about 45 mL). The tan solid was washed with water and dried to yield 1.4 g (60.9%) of crude product. The solid was recrystallized from ethanol to give a pure product m.p....